Dataset: the Open Reaction Database (ORD), a public repository of structured organic reaction records. Task: describe an organic reaction: reactants, conditions, products, and yield Starting materials: II (iodine), CC1=CC=C(C=C1)S(=O)(=O)N1C=CC2=C1N=CN=C2C=2C=NC=CC2 (7-[(4-methylphenyl)sulfonyl]4-pyridin-3-yl-7H-pyrrolo[2,3-d]pyrimidine), C(CCC)[Li] (butyl lithium). The solvent is O1CCCC1 (tetrahydrofuran), CCCCCC (hexane). Reaction conditions: time 1.5 hour. The product is IC1=CC2=C(N=CN=C2C=2C=NC=CC2)N1S(=O)(=O)C1=CC=C(C=C1)C (6-Iodo-7-[(4-methylphenyl)sulfonyl]-4-pyridin-3-yl-7H-pyrrolo[2,3-d]pyrimidine). Isolated yield 19.1%. Reaction SMILES: [CH3:1][C:2]1[CH:7]=[CH:6][C:5]([S:8]([N:11]2[C:15]3[N:16]=[CH:17][N:18]=[C:19]([C:20]4[CH:21]=[N:22][CH:23]=[CH:24][CH:25]=4)[C:14]=3[CH:13]=[CH:12]2)(=[O:10])=[O:9])=[CH:4][CH:3]=1.C([Li])CCC.[I:31]I>O1CCCC1.CCCCCC>[I:31][C:12]1[N:11]([S:8]([C:5]2[CH:4]=[CH:3][C:2]([CH3:1])=[CH:7][CH:6]=2)(=[O:9])=[O:10])[C:15]2[N:16]=[CH:17][N:18]=[C:19]([C:20]3[CH:21]=[N:22][CH:23]=[CH:24][CH:25]=3)[C:14]=2[CH:13]=1. Reported procedure: To a solution of 7-[(4-methylphenyl)sulfonyl]4-pyridin-3-yl-7H-pyrrolo[2,3-d]pyrimidine [1 g, Reference Example 2] in tetrahydrofuran (20 mL) at −78° C. was added drop wise a solution of butyl lithium in hexane (2 mL, 1.6M) under inert atmosphere. The solution was stirred at that temperature for 1.5 hour and iodine (796 mg) was added. The reaction mixture was stirred at −78° C. for another 1 hour and allowed to reach room temperature. The reaction mixture was partitioned between ethyl acetate an...